The task is: describe an organic reaction: reactants, conditions, products, and yield. This data is from the Open Reaction Database (ORD), a public repository of structured organic reaction records. Starting materials: C(=S)N (thioformamide), ClC1=C(C=CC(=C1)Cl)C(CC)=O (2',4'-dichloropropiophenone), BrBr (bromine). Solvent: C(Cl)Cl (methylene chloride), C(Cl)Cl (methylene chloride). Conditions: temperature 20 celsius, time 16 hour. The product is Br.ClC1=C(C=CC(=C1)Cl)C=1N=CSC1C (4-(2',4'-dichlorophenyl)-5-methylthiazole hydrobromide). Yield: 53.0%. RXN SMILES: [Cl:1][C:2]1[CH:7]=[C:6]([Cl:8])[CH:5]=[CH:4][C:3]=1[C:9](=O)[CH2:10][CH3:11].[Br:13]Br.[CH:15]([NH2:17])=[S:16]>C(Cl)Cl>[BrH:13].[Cl:1][C:2]1[CH:7]=[C:6]([Cl:8])[CH:5]=[CH:4][C:3]=1[C:9]1[N:17]=[CH:15][S:16][C:10]=1[CH3:11] |f:4.5|. Procedure: To 2',4'-dichloropropiophenone (2.03 g; 0.01 mole) in methylene chloride (20 ml) was added excess bromine in methylene chloride (10 ml) dropwise at 20° C. The methylene chloride layer was washed with sodium sulphite solution and water, separated, dried (MgSO4) and evaporated. The residue was dissolved in ethanol (20 ml) and thioformamide (0.61 g; 0.01 mole) was added and the mixture stirred at 20° C. for 16 hours to give 4-(2',4'-dichlorophenyl)-5-methylthiazole hydrobromide (1.72 g; 53%). Starting materials: CC1=C(C(=CC=C1)C)NCC(C)Cl (1-(2,6-dimethylphenyl-amino)-2-chloro-propane), ice water, 10, [OH-].[Na+] (sodium hydroxide). Run in C(C)O (ethanol). Run at time 1 hour. Yields the product CC1=C(C(=CC=C1)C)N1C(C1)C (1-(2,6-dimethylphenyl)-2-methyl-aziridine). The yield is 85.7%. Reaction SMILES: [CH3:1][C:2]1[CH:7]=[CH:6][CH:5]=[C:4]([CH3:8])[C:3]=1[NH:9][CH2:10][CH:11](Cl)[CH3:12].[OH-].[Na+]>C(O)C>[CH3:1][C:2]1[CH:7]=[CH:6][CH:5]=[C:4]([CH3:8])[C:3]=1[N:9]1[CH2:10][CH:11]1[CH3:12] |f:1.2|. Reported procedure: 22.8 g (0.115 moles) of 1-(2,6-dimethylphenyl-amino)-2-chloro-propane, prepared as described in Step (a) of Example 11, are dissolved in 300 ml of ethanol. 50 ml of a 10 n aqueous sodium hydroxide solution are added, and the mixture is boiled for one hour. The mixture is allowed to cool, poured onto 500 ml of ice water, and the resulting mixture is extracted thrice with 100 ml of chloroform, each. The chloroform solutions are combined, washed thrice with 100 ml of water, each, dried over anhydro... The reactants are [OH-].[Na+] (sodium hydroxide), BrC=1C=C(C=NC1)N1CCN(CCC1)C(=O)OC(C)(C)C (1-(5-bromo-3-pyridyl)-4-tert-butoxycarbonylhomopiperazine), C1(=CC=CC=C1)C#C (phenylacetylene), C(C)NCC (diethylamine). Reagents/catalysts: C=1C=CC(=CC1)[P](C=2C=CC=CC2)(C=3C=CC=CC3)[Pd]([P](C=4C=CC=CC4)(C=5C=CC=CC5)C=6C=CC=CC6)([P](C=7C=CC=CC7)(C=8C=CC=CC8)C=9C=CC=CC9)[P](C=1C=CC=CC1)(C=1C=CC=CC1)C=1C=CC=CC1 (tetrakis(triphenylphosphine)palladium(0)). The solvent is O1CCCC1 (tetrahydrofuran). Yields the product C1(=CC=CC=C1)C#CC=1C=C(C=NC1)N1CCN(CCC1)C(=O)OC(C)(C)C (1-(5-Phenylacetylenyl-3-pyridyl)-4-tert-butoxycarbonylhomopiperazine). Reaction SMILES: Br[C:2]1[CH:3]=[C:4]([N:8]2[CH2:14][CH2:13][CH2:12][N:11]([C:15]([O:17][C:18]([CH3:21])([CH3:20])[CH3:19])=[O:16])[CH2:10][CH2:9]2)[CH:5]=[N:6][CH:7]=1.[C:22]1([C:28]#[CH:29])[CH:27]=[CH:26][CH:25]=[CH:24][CH:23]=1.C(NCC)C.[OH-].[Na+]>C1C=CC([P]([Pd]([P](C2C=CC=CC=2)(C2C=CC=CC=2)C2C=CC=CC=2)([P](C2C=CC=CC=2)(C2C=CC=CC=2)C2C=CC=CC=2)[P](C2C=CC=CC=2)(C2C=CC=CC=2)C2C=CC=CC=2)(C2C=CC=CC=2)C2C=CC=CC=2)=CC=1.O1CCCC1>[C:22]1([C:28]#[C:29][C:2]2[CH:3]=[C:4]([N:8]3[CH2:14][CH2:13][CH2:12][N:11]([C:15]([O:17][C:18]([CH3:21])([CH3:20])[CH3:19])=[O:16])[CH2:10][CH2:9]3)[CH:5]=[N:6][CH:7]=2)[CH:27]=[CH:26][CH:25]=[CH:24][CH:23]=1 |f:3.4,^1:40,42,61,80|. Reported procedure: A mixture of 1-(5-bromo-3-pyridyl)-4-tert-butoxycarbonylhomopiperazine (3.5 g, 9.8 mmol), phenylacetylene (2.0 g, 19.6 mmol), tetrakis(triphenylphosphine)palladium(0) (100 mg, 0.086 mmol), diethylamine (1.4 g, 19.6 mmol) and tetrahydrofuran (50 ml) was refluxed for 5 hours. Aqueous sodium hydroxide (75 ml, 1M) was added. The mixture was extracted twice with ethyl acetate. The mixture was purified by chromatography on silica gel using ethyl acetate:petroleum (1:1) as solvent. Yield 0.54 g, 7.3%. Reactants: FC=1C=C2C(C=C(OC2=C(C1)C=C(C(=O)OCC)C(C)=O)C)=O (ethyl 2-[(6-fluoro-2-methyl-4-oxo-4H-chromen-8-yl)-methylene]-3-oxobutanoate), NC(=CC#N)C(F)(F)F (3-amino-4,4,4-trifluorobut-2-enenitrile), CC(C)([O-])C.[K+] (potassium tert-butoxide). Solvent: CC(C)O (2-propanol). Yields the product C(#N)C=1C(C(=C(NC1C(F)(F)F)C)C(=O)OCC)C=1C=C(C=C2C(C=C(OC12)C)=O)F (Ethyl 5-cyano-4-(6-fluoro-2-methyl-4-oxo-4H-chromen-8-yl)-2-methyl-6-(trifluoromethyl)-1,4-dihydropyridine-3-carboxylate). RXN SMILES: [F:1][C:2]1[CH:3]=[C:4]2[C:9](=[C:10]([CH:12]=[C:13]([C:19](=O)[CH3:20])[C:14]([O:16][CH2:17][CH3:18])=[O:15])[CH:11]=1)[O:8][C:7]([CH3:22])=[CH:6][C:5]2=[O:23].[NH2:24][C:25]([C:29]([F:32])([F:31])[F:30])=[CH:26][C:27]#[N:28].CC(C)([O-])C.[K+]>CC(O)C>[C:27]([C:26]1[CH:12]([C:10]2[CH:11]=[C:2]([F:1])[CH:3]=[C:4]3[C:9]=2[O:8][C:7]([CH3:22])=[CH:6][C:5]3=[O:23])[C:13]([C:14]([O:16][CH2:17][CH3:18])=[O:15])=[C:19]([CH3:20])[NH:24][C:25]=1[C:29]([F:32])([F:31])[F:30])#[N:28] |f:2.3|. Procedure: A solution of 230 mg (0.72 mmol) of ethyl 2-[(6-fluoro-2-methyl-4-oxo-4H-chromen-8-yl)-methylene]-3-oxobutanoate in 10 ml of 2-propanol is mixed with 98.34 mg (0.72 mmol) of 3-amino-4,4,4-trifluorobut-2-enenitrile [preparation in analogy to K. Krespan, J. Org. Chem. 34, 42-45 (1969)] and 12.2 mg (0.11 mmol) of potassium tert-butoxide and stirred under reflux for 12 h. After cooling, the mixture is concentrated. The residue is purified on an Analogix cartridge (F12M) (mobile phase: cyclohexane/et... RXN SMILES: [CH:1]([C:3]1[C:8]([C:9]([O:11]CC)=O)=[CH:7][CH:6]=[CH:5][N:4]=1)=O.[CH3:14][NH:15][NH2:16]>C(O)C>[CH3:14][N:15]1[C:9](=[O:11])[C:8]2[CH:7]=[CH:6][CH:5]=[N:4][C:3]=2[CH:1]=[N:16]1. Procedure details: In ethanol (3 ml) was dissolved ethyl 2-formyl-3-pyridinecarboxylate (519 mg) followed by addition of methylhydrazine (267 mg), and the mixture was refluxed with stirring for 2 hours. This reaction mixtrue was concentrated to dryness and the residue was washed with diethyl ether-acetone and dried. Yellow powder, 391 mg. 1H-NMR (DMSO-d6) δ: 3.75(3H,s), 7.86(1H,dd,J=8.4&4.4Hz), 8.48(1H,s), 8.62(1H,d,J=8.4Hz), 9.14(1H,d,J=4.4Hz). Reactants: C(=O)C1=NC=CC=C1C(=O)OCC (ethyl 2-formyl-3-pyridinecarboxylate), CNN (methylhydrazine). Solvent: C(C)O (ethanol). Yields the product CN1N=CC2=C(C1=O)C=CC=N2 (6-Methylpyrido[2,3-d]pyridazin-5(6H)-one). Conditions: time 2 hour.